Dataset: the Open Reaction Database (ORD), a public repository of structured organic reaction records. Task: describe an organic reaction: reactants, conditions, products, and yield Starting materials: O=C1N(C(C2=CC=CC=C12)=O)CC1=CC=C(C(=O)NC2=CC=CC=C2)C=C1 (4-[(1,3-dioxo-2,3-dihydro-1H-isoindol-2-yl)methyl]-N-phenylbenzamide), P(Cl)(Cl)(Cl)(Cl)Cl (PCl5), C(C)OC(C#N)=O (2-ethoxy-2-oxoacetonitrile), Cl[Sn](Cl)(Cl)Cl (tetrachlorostannane). Solvent: O=P(Cl)(Cl)Cl (POCl3). Run at temperature 65 celsius, time 2 hour. The product is O=C1N(C(C2=CC=CC=C12)=O)CC1=CC=C(C=C1)C1=NC2=CC=CC=C2C(=N1)C(=O)OCC (ethyl 2-[4-[(1,3-dioxo-2,3-dihydro-1H-isoindol-2-yl)methyl]phenyl]quinazoline-4-carboxylate). Reaction SMILES: [O:1]=[C:2]1[C:10]2[C:5](=[CH:6][CH:7]=[CH:8][CH:9]=2)[C:4](=[O:11])[N:3]1[CH2:12][C:13]1[CH:27]=[CH:26][C:16]([C:17]([NH:19][C:20]2[CH:25]=[CH:24][CH:23]=[CH:22][CH:21]=2)=O)=[CH:15][CH:14]=1.P(Cl)(Cl)(Cl)(Cl)Cl.[CH2:34]([O:36][C:37](=[O:40])[C:38]#[N:39])[CH3:35].Cl[Sn](Cl)(Cl)Cl>O=P(Cl)(Cl)Cl>[O:1]=[C:2]1[C:10]2[C:5](=[CH:6][CH:7]=[CH:8][CH:9]=2)[C:4](=[O:11])[N:3]1[CH2:12][C:13]1[CH:14]=[CH:15][C:16]([C:17]2[N:39]=[C:38]([C:37]([O:36][CH2:34][CH3:35])=[O:40])[C:25]3[C:20](=[CH:21][CH:22]=[CH:23][CH:24]=3)[N:19]=2)=[CH:26][CH:27]=1. Procedure details: Into a 500-mL round-bottom flask purged and maintained with an inert atmosphere of nitrogen, was placed 4-[(1,3-dioxo-2,3-dihydro-1H-isoindol-2-yl)methyl]-N-phenylbenzamide (14 g, 39.28 mmol, 1.00 equiv), POCl3 (140 mL) and PCl5 (8.96 g, 43.03 mmol, 1.10 equiv). The resulting solution was stirred for 2 h at 65° C. in an oil bath. The resulting mixture was concentrated under vacuum. The residue was diluted with chlorobenzene (300 mL). To this was added 2-ethoxy-2-oxoacetonitrile (7.7 mL, 2.00 equ... The reactants are [H-].[Al+3].[Li+].[H-].[H-].[H-] (lithium aluminum hydride), FC=1C=C(C=CC1)CC(=O)O (3-fluorophenylacetic acid). Run in C(C)OCC (diethyl ether), O1CCCC1 (tetrahydrofuran). Conditions: time 18 hour. Yields the product FC=1C=C(C=CC1)CCO (2-(3-fluorophenyl)ethanol). Isolated yield 99.3%. As a reaction SMILES: [H-].[Al+3].[Li+].[H-].[H-].[H-].[F:7][C:8]1[CH:9]=[C:10]([CH2:14][C:15](O)=[O:16])[CH:11]=[CH:12][CH:13]=1>C(OCC)C.O1CCCC1>[F:7][C:8]1[CH:9]=[C:10]([CH2:14][CH2:15][OH:16])[CH:11]=[CH:12][CH:13]=1 |f:0.1.2.3.4.5|. Reported procedure: To a suspension of 3.07 gm (81 mMol) lithium aluminum hydride in 115 mL diethyl ether at 0° C. were added dropwise a solution of 7.0 gm (45 mMol) 3-fluorophenylacetic acid in 26 mL tetrahydrofuran dropwise. The reaction was allowed to warm to ambient and then stirred 18 hours. The reaction mixture was quenched by the addition of 3.0 mL 2N NaOH dropwise with cooling. To this mixture was then added 9.0 mL water and the resulting suspension stirred for 1 hour at ambient. The suspension was filtered... Starting materials: C(#N)C=1C=CC(=C2C(=CNC12)/C=C/C(=O)OCC)F (ethyl (2E)-3-(7-cyano-4-fluoro-1H-indol-3-yl)-2-propenoate). The reagents and catalysts are [Pd] (Pd/C). The solvent is C1CCOC1 (THF). Reaction conditions: time 6 hour. The product is C(#N)C=1C=CC(=C2C(=CNC12)CCC(=O)OCC)F (ethyl 3-(7-cyano-4-fluoro-1H-indol-3-yl)propanoate). Yield: 59.5%. As a reaction SMILES: [C:1]([C:3]1[CH:4]=[CH:5][C:6]([F:19])=[C:7]2[C:11]=1[NH:10][CH:9]=[C:8]2/[CH:12]=[CH:13]/[C:14]([O:16][CH2:17][CH3:18])=[O:15])#[N:2]>C1COCC1.[Pd]>[C:1]([C:3]1[CH:4]=[CH:5][C:6]([F:19])=[C:7]2[C:11]=1[NH:10][CH:9]=[C:8]2[CH2:12][CH2:13][C:14]([O:16][CH2:17][CH3:18])=[O:15])#[N:2]. Procedure details: A solution of ethyl (2E)-3-(7-cyano-4-fluoro-1H-indol-3-yl)-2-propenoate (D43) (10.0 g) in THF (100 mL) under H2 (30 psi) atmosphere was hydrogenated by using the catalyst of Pd/C (with 50% water, 3.0 g). The reaction was stirred for about 6 hours. TLC showed the starting material was completely consumed. Then Pd/C was removed by filtration. The filtrate was concentrated. The residue was purified by column chromatography on silical gel to afford ethyl 3-(7-cyano-4-fluoro-1H-indol-3-yl)propanoate... Starting materials: C(C)(C)(C)OC(N[C@@H](CC1=CC=CC=C1)C(NC)=O)=O (((1S)-1-Methylcarbamoyl-2-phenyl-ethyl)-carbamic acid tert-butyl ester), Cl.O1CCOCC1 (HCl dioxane). Yields the product Cl.N[C@H](C(=O)NC)CC1=CC=CC=C1 ((2S)-Amino-N-methyl-3-phenyl-propionamide hydrochloride). RXN SMILES: C(OC(=O)[NH:7][C@H:8]([C:16](=[O:19])[NH:17][CH3:18])[CH2:9][C:10]1[CH:15]=[CH:14][CH:13]=[CH:12][CH:11]=1)(C)(C)C.[ClH:21].O1CCOCC1>>[ClH:21].[NH2:7][C@@H:8]([CH2:9][C:10]1[CH:15]=[CH:14][CH:13]=[CH:12][CH:11]=1)[C:16]([NH:17][CH3:18])=[O:19] |f:1.2,3.4|. Reported procedure: [((1S)-1-Methylcarbamoyl-2-phenyl-ethyl)-carbamic acid tert-butyl ester (2.35 g, 8.45 mmol) was dissolved in 4 M HCl-dioxane (20 ml) at 25° C. for 2 hours. The mixture was concentrated and the residue triturated with ether, and dried. Yield 1.70 g, 94%. Procedure: Using ethyl 3-[3-(hydroxymethyl)-4-methoxyphenyl]-2-isopropoxypropanoate and 4-chlorophenylisocyanate, the title compound was obtained in the same manner as described in Example 148. RXN SMILES: [OH:1][CH2:2][C:3]1[CH:4]=[C:5]([CH2:11][CH:12]([O:18][CH:19]([CH3:21])[CH3:20])[C:13]([O:15]CC)=[O:14])[CH:6]=[CH:7][C:8]=1[O:9][CH3:10].[Cl:22][C:23]1[CH:28]=[CH:27][C:26]([N:29]=[C:30]=[O:31])=[CH:25][CH:24]=1>>[Cl:22][C:23]1[CH:28]=[CH:27][C:26]([NH:29][C:30]([O:1][CH2:2][C:3]2[CH:4]=[C:5]([CH2:11][CH:12]([O:18][CH:19]([CH3:20])[CH3:21])[C:13]([OH:15])=[O:14])[CH:6]=[CH:7][C:8]=2[O:9][CH3:10])=[O:31])=[CH:25][CH:24]=1. The product is ClC1=CC=C(NC(=O)OCC=2C=C(C=CC2OC)CC(C(=O)O)OC(C)C)C=C1 (3-[3-({[(4-Chloroanilino)carbonyl]oxy}methyl)-4-methoxyphenyl]-2-isopropoxypropanoic acid). Reactants: OCC=1C=C(C=CC1OC)CC(C(=O)OCC)OC(C)C (ethyl 3-[3-(hydroxymethyl)-4-methoxyphenyl]-2-isopropoxypropanoate), ClC1=CC=C(C=C1)N=C=O (4-chlorophenylisocyanate). The product is BrC=1C=C2N=CC(=NC2=CC1)C1=CC=C(C=C1)C1=CN=C(N1)[C@@H]1CCCN2N1C([C@H](CCC2=O)NC(OC)=O)=O (methyl (4S,7S)-4-(5-(4-(6-bromoquinoxalin-2-yl)phenyl)-1H-imidazol-2-yl)-6,10-dioxooctahydro-1H-pyridazino[1,2-a][1,2]diazepin-7-ylcarbamate). Reagents/catalysts: C=1C=CC(=CC1)[P](C=2C=CC=CC2)(C=3C=CC=CC3)[Pd]([P](C=4C=CC=CC4)(C=5C=CC=CC5)C=6C=CC=CC6)([P](C=7C=CC=CC7)(C=8C=CC=CC8)C=9C=CC=CC9)[P](C=1C=CC=CC1)(C=1C=CC=CC1)C=1C=CC=CC1 (tetrakis(triphenylphosphine)palladium). Procedure: In a 10 ml seal tube, methyl (4S,7S)-6,10-dioxo-4-(5-(4-(4,4,5,5-tetramethyl-1,3,2-dioxaborolan-2-yl)phenyl)-1H-imidazol-2-yl)octahydro-1H-pyridazino[1,2-a][1,2]diazepin-7-ylcarbamate (240 mg, 459 μmol) (Intermediate 3), 6-bromo-2-chloroquinoxaline (112 mg, 459 μmol) and Cs2CO3 (299 mg, 917 μmol) were combined with 1,4-dioxane (3.00 ml) and water (0.5 ml) to give a light brown solution. It was degassed for 10 min and tetrakis(triphenylphosphine)palladium (0) (53.0 mg, 45.9 μmol) was added. The r... Reactants: O=C1N2N(C(CC[C@@H]1NC(OC)=O)=O)CCC[C@H]2C=2NC(=CN2)C2=CC=C(C=C2)B2OC(C(O2)(C)C)(C)C (methyl (4S,7S)-6,10-dioxo-4-(5-(4-(4,4,5,5-tetramethyl-1,3,2-dioxaborolan-2-yl)phenyl)-1H-imidazol-2-yl)octahydro-1H-pyridazino[1,2-a][1,2]diazepin-7-ylcarbamate), O1CCOCC1 (1,4-dioxane), C(=O)([O-])[O-].[Cs+].[Cs+] (Cs2CO3), O=C1N2N(C(CC[C@@H]1NC(OC)=O)=O)CCC[C@H]2C=2NC(=CN2)C2=CC=C(C=C2)B2OC(C(O2)(C)C)(C)C (methyl (4S,7S)-6,10-dioxo-4-(5-(4-(4,4,5,5-tetramethyl-1,3,2-dioxaborolan-2-yl)phenyl)-1H-imidazol-2-yl)octahydro-1H-pyridazino[1,2-a][1,2]diazepin-7-ylcarbamate), BrC=1C=C2N=CC(=NC2=CC1)Cl (6-bromo-2-chloroquinoxaline). Reaction SMILES: [O:1]=[C:2]1[C@@H:8]([NH:9][C:10](=[O:13])[O:11][CH3:12])[CH2:7][CH2:6][C:5](=[O:14])[N:4]2[CH2:15][CH2:16][CH2:17][C@@H:18]([C:19]3[NH:20][C:21]([C:24]4[CH:29]=[CH:28][C:27](B5OC(C)(C)C(C)(C)O5)=[CH:26][CH:25]=4)=[CH:22][N:23]=3)[N:3]12.[Br:39][C:40]1[CH:41]=[C:42]2[C:47](=[CH:48][CH:49]=1)[N:46]=[C:45](Cl)[CH:44]=[N:43]2.C([O-])([O-])=O.[Cs+].[Cs+].O1CCOCC1>CCOC(C)=O.C1C=CC([P]([Pd]([P](C2C=CC=CC=2)(C2C=CC=CC=2)C2C=CC=CC=2)([P](C2C=CC=CC=2)(C2C=CC=CC=2)C2C=CC=CC=2)[P](C2C=CC=CC=2)(C2C=CC=CC=2)C2C=CC=CC=2)(C2C=CC=CC=2)C2C=CC=CC=2)=CC=1.O>[Br:39][C:40]1[CH:41]=[C:42]2[C:47](=[CH:48][CH:49]=1)[N:46]=[C:45]([C:27]1[CH:26]=[CH:25][C:24]([C:21]3[NH:20][C:19]([C@H:18]4[N:3]5[C:2](=[O:1])[C@@H:8]([NH:9][C:10](=[O:13])[O:11][CH3:12])[CH2:7][CH2:6][C:5](=[O:14])[N:4]5[CH2:15][CH2:16][CH2:17]4)=[N:23][CH:22]=3)=[CH:29][CH:28]=1)[CH:44]=[N:43]2 |f:2.3.4,^1:72,74,93,112|. Yield: 86.5%. Reaction conditions: temperature 80 celsius. Run in O (water), CCOC(=O)C (EtOAc). Reactants: CC(=O)OCC1=C(N2[C@@H]([C@@H](C2=O)N)SC1)C(=O)O (7-ACA), N (ammonia), SC1=NN=NN1C (5-mercapto-1-methyl-1H-tetrazole), P(=O)(OP(=O)(Cl)Cl)(Cl)Cl (diphosphoryl tetrachloride). Solvent: C(C)#N (acetonitrile), O (water), O (water). Run at temperature -40 celsius. Product: NC1[C@@H]2N(C(=C(CS2)CSC2=NN=NN2C)C(=O)O)C1=O (7-amino-3-(1-methyl-1H-tetrazol-5-yl)thiomethyl-3-cephem-4 -carboxylic acid). The yield is 87.2%. Reaction SMILES: CC(O[CH2:5][C:6]1[CH2:15][S:14][C@@H:9]2[C@H:10]([NH2:13])[C:11](=[O:12])[N:8]2[C:7]=1[C:16]([OH:18])=[O:17])=O.[SH:19][C:20]1[N:24]([CH3:25])[N:23]=[N:22][N:21]=1.P(Cl)(Cl)(OP(Cl)(Cl)=O)=O.N>C(#N)C.O>[NH2:13][CH:10]1[C:11](=[O:12])[N:8]2[C:7]([C:16]([OH:18])=[O:17])=[C:6]([CH2:5][S:19][C:20]3[N:24]([CH3:25])[N:23]=[N:22][N:21]=3)[CH2:15][S:14][C@H:9]12. Reported procedure: In 5.4 ml of acetonitrile were suspended 0.909 g of 7-ACA and 0.504 g of 5-mercapto-1-methyl-1H-tetrazole, and 0.256 g of water was added. The suspension was cooled at -40° C. under stirring, and 3.58 g of diphosphoryl tetrachloride was added dropwise to it at -50° to -35° C. The reaction mixture was stirred at -35° to 0° C. for 5 minutes after the dropwise addition and placed in a warm water bath at 40° C. to warm, followed by stirring at the same temperature for 20 minutes. The reaction soluti...